This data is from the Open Reaction Database (ORD), a public repository of structured organic reaction records. The task is: describe an organic reaction: reactants, conditions, products, and yield Starting materials: BrC1=C(C(=CC(=C1)C(F)(F)F)N)NC (3-bromo-N2-methyl-5-trifluoromethylbenzene-1,2-diamine), C(C)SC1=C(C(=O)O)C=CC=C1 (2-ethylsulfanylbenzoic acid), CCN=C=NCCCN(C)C (WSC), N1=CC=CC=C1 (pyridine). The solvent is O (water). Conditions: temperature 115 celsius. Yields the product BrC1=CC(=CC2=C1N(C(=N2)C2=C(C=CC=C2)SCC)C)C(F)(F)F (7-bromo-2-(2-ethylsulfanylphenyl)-1-methyl-5-trifluoromethyl-1H-benzimidazole). Isolated yield 43.2%. Reaction SMILES: [Br:1][C:2]1[CH:7]=[C:6]([C:8]([F:11])([F:10])[F:9])[CH:5]=[C:4]([NH2:12])[C:3]=1[NH:13][CH3:14].[CH2:15]([S:17][C:18]1[CH:26]=[CH:25][CH:24]=[CH:23][C:19]=1[C:20](O)=O)[CH3:16].CCN=C=NCCCN(C)C.N1C=CC=CC=1>O>[Br:1][C:2]1[C:3]2[N:13]([CH3:14])[C:20]([C:19]3[CH:23]=[CH:24][CH:25]=[CH:26][C:18]=3[S:17][CH2:15][CH3:16])=[N:12][C:4]=2[CH:5]=[C:6]([C:8]([F:9])([F:10])[F:11])[CH:7]=1. Reported procedure: A mixture of 3-bromo-N2-methyl-5-trifluoromethylbenzene-1,2-diamine (2.22 g), 2-ethylsulfanylbenzoic acid (1.80 g), WSC (1.40 g), and pyridine (10 ml) was stirred under reflux at 115° C. for 6 hours. Into the reaction mixture cooled to room temperature, water was poured, and extracted with ethyl acetate. The organic layer was dried over magnesium sulfate, and concentrated under reduced pressure. The resulting residue was subjected to silica gel column chromatography to give 1.48 g of 7-bromo-2-(... The reactants are COc1ccc(CN(Cc2ccc(OC)cc2)c2ncc(-c3nc(N4CCOCC4)nc4c3CCN4)cn2)cc1, Cc1ccc(-c2ccccc2)cc1N, COc1ccc(CN(Cc2ccc(OC)cc2)c2ncc(-c3nc(N4CCOCC4)nc4c3CCN4C(=O)Nc3cc(-c4ccccc4)ccc3C)cn2)cc1. Yields the product Cc1ccc(-c2ccccc2)cc1NC(=O)N1CCc2c(-c3cnc(N)nc3)nc(N3CCOCC3)nc21. As a reaction SMILES: [CH3:1][O:2][c:3]1[cH:4][cH:5][c:6]([CH2:7][N:8]([CH2:9][c:10]2[cH:11][cH:12][c:13]([O:14][CH3:15])[cH:16][cH:17]2)[c:18]2[n:19][cH:20][c:21](-[c:22]3[c:23]4[c:27]([n:28][c:29]([N:30]5[CH2:31][CH2:32][O:33][CH2:34][CH2:35]5)[n:36]3)[NH:26][CH2:25][CH2:24]4)[cH:37][n:38]2)[cH:39][cH:40]1.[CH3:41][c:42]1[cH:43][cH:44][c:45](-[c:46]2[cH:47][cH:48][cH:49][cH:50][cH:51]2)[cH:52][c:53]1[NH2:54].[CH3:55][c:56]1[c:57]([NH:68][C:69](=[O:70])[N:71]2[CH2:72][CH2:73][c:74]3[c:75]2[n:76][c:77]([N:105]2[CH2:106][CH2:107][O:108][CH2:109][CH2:110]2)[n:78][c:79]3-[c:80]2[cH:81][n:82][c:83]([N:86]([CH2:87][c:88]3[cH:89][cH:90][c:91]([O:92][CH3:93])[cH:94][cH:95]3)[CH2:96][c:97]3[cH:98][cH:99][c:100]([O:101][CH3:102])[cH:103][cH:104]3)[n:84][cH:85]2)[cH:58][c:59](-[c:62]2[cH:63][cH:64][cH:65][cH:66][cH:67]2)[cH:60][cH:61]1>>[CH3:55][c:56]1[c:57]([NH:68][C:69](=[O:70])[N:71]2[CH2:72][CH2:73][c:74]3[c:75]2[n:76][c:77]([N:105]2[CH2:106][CH2:107][O:108][CH2:109][CH2:110]2)[n:78][c:79]3-[c:80]2[cH:81][n:82][c:83]([NH2:86])[n:84][cH:85]2)[cH:58][c:59](-[c:62]2[cH:63][cH:64][cH:65][cH:66][cH:67]2)[cH:60][cH:61]1. Starting materials: BrC=1C(=CC2=C(N=C(S2)NC(=O)NCC)C1)F (1-(5-bromo-6-fluoro-benzothiazol-2-yl)-3-ethyl-urea), O=C1N(C=CC(=C1)B1OC(C(O1)(C)C)(C)C)C1CN(CC1)C(=O)OC(C)(C)C (tert-butyl 3-(2-oxo-4-(4,4,5,5-tetramethyl-1,3,2-dioxaborolan-2-yl)pyridin-1(2H)-yl)pyrrolidine-1-carboxylate), [O-]P(=O)([O-])[O-].[K+].[K+].[K+] (K3PO4). Reagents/catalysts: Cl[Pd]([P](C1=CC=CC=C1)(C2=CC=CC=C2)C3=CC=CC=C3)([P](C4=CC=CC=C4)(C5=CC=CC=C5)C6=CC=CC=C6)Cl (Dichlorobis(triphenylphosphine)-palladium(II)). Run in CN(C)C=O.O (DMF H2O). Run at temperature 80 celsius. The product is C(C)NC(NC=1SC2=C(N1)C=C(C(=C2)F)C2=CC(N(C=C2)C2CN(CC2)C(=O)OC(C)(C)C)=O)=O (tert-butyl 3-(4-(2-(3-ethylureido)-6-fluorobenzo[d]thiazol-5-yl)-2-oxopyridin-1(2H)-yl)pyrrolidine-1-carboxylate). Isolated yield 36.0%. As a reaction SMILES: Br[C:2]1[C:3]([F:17])=[CH:4][C:5]2[S:9][C:8]([NH:10][C:11]([NH:13][CH2:14][CH3:15])=[O:12])=[N:7][C:6]=2[CH:16]=1.[O:18]=[C:19]1[CH:24]=[C:23](B2OC(C)(C)C(C)(C)O2)[CH:22]=[CH:21][N:20]1[CH:34]1[CH2:38][CH2:37][N:36]([C:39]([O:41][C:42]([CH3:45])([CH3:44])[CH3:43])=[O:40])[CH2:35]1.[O-]P([O-])([O-])=O.[K+].[K+].[K+]>CN(C=O)C.O.Cl[Pd](Cl)([P](C1C=CC=CC=1)(C1C=CC=CC=1)C1C=CC=CC=1)[P](C1C=CC=CC=1)(C1C=CC=CC=1)C1C=CC=CC=1>[CH2:14]([NH:13][C:11](=[O:12])[NH:10][C:8]1[S:9][C:5]2[CH:4]=[C:3]([F:17])[C:2]([C:23]3[CH:22]=[CH:21][N:20]([CH:34]4[CH2:38][CH2:37][N:36]([C:39]([O:41][C:42]([CH3:44])([CH3:43])[CH3:45])=[O:40])[CH2:35]4)[C:19](=[O:18])[CH:24]=3)=[CH:16][C:6]=2[N:7]=1)[CH3:15] |f:2.3.4.5,6.7,^1:62,81|. Procedure: A solution of 1-(5-bromo-6-fluoro-benzothiazol-2-yl)-3-ethyl-urea (0.07 g, 0.31 mmol), tert-butyl 3-(2-oxo-4-(4,4,5,5-tetramethyl-1,3,2-dioxaborolan-2-yl)pyridin-1(2H)-yl)pyrrolidine-1-carboxylate (0.24 g, 0.62 mmol) and K3PO4 (0.13 g, 0.62 mmol) in DMF-H2O (5.0 mL, 3:2) was degassed by flushing with nitrogen for 15 min. Dichlorobis(triphenylphosphine)-palladium(II) (0.022 g, 0.03 mmol) was then added to the reaction mixture followed by degassing with nitrogen for another 15 min. The resulting r... Reactants: BrCCCCl (1-bromo-3-chloropropane), FC1=CC=C(C=C1)N1CCNCC1 (4-(4-fluorophenyl)piperazine), C([O-])([O-])=O.[K+].[K+] (potassium carbonate). The solvent is C(C)#N (acetonitrile). Yields the product ClCCCN1CCN(CC1)C1=CC=C(C=C1)F (1-(3-chloropropyl)-4-(4-fluorophenyl)piperazine). Reaction SMILES: Br[CH2:2][CH2:3][CH2:4][Cl:5].[F:6][C:7]1[CH:12]=[CH:11][C:10]([N:13]2[CH2:18][CH2:17][NH:16][CH2:15][CH2:14]2)=[CH:9][CH:8]=1.C(=O)([O-])[O-].[K+].[K+]>C(#N)C>[Cl:5][CH2:4][CH2:3][CH2:2][N:16]1[CH2:15][CH2:14][N:13]([C:10]2[CH:9]=[CH:8][C:7]([F:6])=[CH:12][CH:11]=2)[CH2:18][CH2:17]1 |f:2.3.4|. Reported procedure: 1-(3-Chloropropyl)-4-(4-fluorophenyl)piperazine can be obtained as follows: a solution of 1-bromo-3-chloropropane (68 cc) and 4-(4-fluorophenyl)piperazine (50 g) in acetonitrile (400 cc) is stirred at 25° C. for 20 hours with potassium carbonate (97 g). The mixture is filtered and then concentrated to dryness under reduced pressure (2.7 kPa). The residue is chromatographed on a column of silica gel (0.2-0.063-mm particle size, 9-cm diameter, 60-cm height) and eluted with ethyl acetate, 500-cc fr...